From a dataset of the Open Reaction Database (ORD), a public repository of structured organic reaction records. describe an organic reaction: reactants, conditions, products, and yield The reactants are CN1N=CC(=C1)C1=CN=C2C(=N1)N(N=N2)C[C@H]2OCCN(C2)C2=NC=C(C=N2)C2=CCN(CC2)C(=O)OC(C)(C)C ((S)-tert-butyl 4-(2-(2-((6-(1-methyl-1H-pyrazol-4-yl)-1H-[1,2,3]triazolo[4,5-b]pyrazin-1-yl)methyl)morpholino)pyrimidin-5-yl)-5,6-dihydropyridine-1(2H)-carboxylate), [OH-].[Na+] (NaOH). Solvent: C=O (HCHO), C(C)(=O)O (acetic acid). Conditions: temperature 95 celsius, time 8 hour. The product is CN1CCC(=CC1)C=1C=NC(=NC1)N1C[C@H](OCC1)CN1N=NC=2C1=NC(=CN2)C=2C=NN(C2)C ((S)-4-(5-(1-methyl-1,2,3,6-tetrahydropyridin-4-yl)pyrimidin-2-yl)-2-((6-(1-methyl-1H-pyrazol-4-yl)-1H-[1,2,3]triazolo[4,5-b]pyrazin-1-yl)methyl)morpholine). Isolated yield 59.5%. Reaction SMILES: [CH3:1][N:2]1[CH:6]=[C:5]([C:7]2[N:12]=[C:11]3[N:13]([CH2:16][C@@H:17]4[CH2:22][N:21]([C:23]5[N:28]=[CH:27][C:26]([C:29]6[CH2:34][CH2:33][N:32]([C:35](OC(C)(C)C)=O)[CH2:31][CH:30]=6)=[CH:25][N:24]=5)[CH2:20][CH2:19][O:18]4)[N:14]=[N:15][C:10]3=[N:9][CH:8]=2)[CH:4]=[N:3]1.[OH-].[Na+]>C=O.C(O)(=O)C>[CH3:35][N:32]1[CH2:31][CH:30]=[C:29]([C:26]2[CH:27]=[N:28][C:23]([N:21]3[CH2:20][CH2:19][O:18][C@H:17]([CH2:16][N:13]4[C:11]5=[N:12][C:7]([C:5]6[CH:4]=[N:3][N:2]([CH3:1])[CH:6]=6)=[CH:8][N:9]=[C:10]5[N:15]=[N:14]4)[CH2:22]3)=[N:24][CH:25]=2)[CH2:34][CH2:33]1 |f:1.2|. Reported procedure: (S)-tert-butyl 4-(2-(2-((6-(1-methyl-1H-pyrazol-4-yl)-1H-[1,2,3]triazolo[4,5-b]pyrazin-1-yl)methyl)morpholino)pyrimidin-5-yl)-5,6-dihydropyridine-1(2H)-carboxylate (36 mg, 0.06 mmol) was dissolved in 35% HCHO (0.1 ml) and acetic acid (0.5 ml), followed by stirring at 95° C. overnight. After the completion of the reaction, the reaction mixture was adjusted to pH 11-12 with NaOH (aq.), and extracted with H2O and EA, followed by drying (Na2SO4), filtration and concentration under reduced pressure, ... The reactants are Cc1ccccc1, C=CCCCCCCCCC(=O)O, O=S(Cl)Cl. Reaction SMILES: [CH3:18][c:19]1[cH:20][cH:21][cH:22][cH:23][cH:24]1.[OH:5][C:6](=[O:7])[CH2:8][CH2:9][CH2:10][CH2:11][CH2:12][CH2:13][CH2:14][CH2:15][CH:16]=[CH2:17].[S:1]([Cl:2])([Cl:3])=[O:4]>>[Cl:3][C:6](=[O:5])[CH2:8][CH2:9][CH2:10][CH2:11][CH2:12][CH2:13][CH2:14][CH2:15][CH:16]=[CH2:17]. Product: C=CCCCCCCCCC(=O)Cl. Reactants: CS, CO, O=C(CCl)c1ccc(F)cc1F, [Na]. The product is CSCC(=O)c1ccc(F)cc1F. As a reaction SMILES: [CH3:13][SH:14].[CH3:16][OH:17].[Cl:1][CH2:2][C:3](=[O:4])[c:5]1[c:6]([F:12])[cH:7][c:8]([F:11])[cH:9][cH:10]1.[Na:15]>>[CH2:2]([C:3](=[O:4])[c:5]1[c:6]([F:12])[cH:7][c:8]([F:11])[cH:9][cH:10]1)[S:14][CH3:13]. The reactants are CC1(C)CCCc2ccc(C(=O)Oc3ccc(C(=O)OCc4ccccc4)cc3)cc21, CCOC(C)=O. The product is CC1(C)CCCc2ccc(C(=O)Oc3ccc(C(=O)O)cc3)cc21. As a reaction SMILES: [CH3:1][C:2]1([CH3:31])[CH2:3][CH2:4][CH2:5][c:6]2[cH:7][cH:8][c:9]([C:12](=[O:13])[O:14][c:15]3[cH:16][cH:17][c:18]([C:19](=[O:20])[O:21][CH2:22][c:23]4[cH:24][cH:25][cH:26][cH:27][cH:28]4)[cH:29][cH:30]3)[cH:10][c:11]21.[CH3:32][CH2:33][O:34][C:35](=[O:36])[CH3:37]>>[CH3:1][C:2]1([CH3:31])[CH2:3][CH2:4][CH2:5][c:6]2[cH:7][cH:8][c:9]([C:12](=[O:13])[O:14][c:15]3[cH:16][cH:17][c:18]([C:19](=[O:20])[OH:21])[cH:29][cH:30]3)[cH:10][c:11]21. The reactants are C(C)OC(C1=C(N=C(C(=C1NCCCC)N)NCC(C)C)C)=O (5-amino-4-butylamino-6-(2-methylpropyl)amino-2-methylnicotinic acid ethyl ester), C(C)(=O)O (acetic acid), N(=O)[O-].[Na+] (sodium nitrite). Solvent: O (water), O (water). Reaction conditions: time 10 hour. Yields the product C(C)OC(=O)C=1C(=C2C(=NC1C)N(N=N2)CC(C)C)NCCCC (7-Butylamino-5-methyl-3-(2-methylpropyl) [1,2,3]triazolo[4,5-b]pyridine-6-carboxylic acid ethyl ester). Reaction SMILES: [CH2:1]([O:3][C:4](=[O:23])[C:5]1[C:10]([NH:11][CH2:12][CH2:13][CH2:14][CH3:15])=[C:9]([NH2:16])[C:8]([NH:17][CH2:18][CH:19]([CH3:21])[CH3:20])=[N:7][C:6]=1[CH3:22])[CH3:2].C(O)(=O)C.[N:28]([O-])=O.[Na+]>O>[CH2:1]([O:3][C:4]([C:5]1[C:10]([NH:11][CH2:12][CH2:13][CH2:14][CH3:15])=[C:9]2[N:16]=[N:28][N:17]([CH2:18][CH:19]([CH3:21])[CH3:20])[C:8]2=[N:7][C:6]=1[CH3:22])=[O:23])[CH3:2] |f:2.3|. Procedure details: 33 g. of the oil obtained in part d, 5-amino-4-butylamino-6-(2-methylpropyl)amino-2-methylnicotinic acid ethyl ester (about 0.1 mol.), are dissolved in 100 ml. of acetic acid 20 ml. of water. A solution of 0.75 g. of sodium nitrite in 20 ml. of water is added dropwise at about 10° with stirring. Stirring is continued for 10 hours. After this time, the mixture is evaporated. The resulting oil is mixed with 100 ml. of water and extracted three times with 50 ml. portions of ether. The ether phase i... Reactants: O=[N+]([O-])c1cccnc1Br, C#Cc1ccc(CCC(=O)OC)cc1. Product: COC(=O)CCc1ccc(C#Cc2ncccc2[N+](=O)[O-])cc1. As a reaction SMILES: [Br:15][c:16]1[n:17][cH:18][cH:19][cH:20][c:21]1[N+:22](=[O:23])[O-:24].[C:1](#[CH:2])[c:3]1[cH:4][cH:5][c:6]([CH2:9][CH2:10][C:11](=[O:12])[O:13][CH3:14])[cH:7][cH:8]1>>[C:1](#[C:2][c:16]1[n:17][cH:18][cH:19][cH:20][c:21]1[N+:22](=[O:23])[O-:24])[c:3]1[cH:4][cH:5][c:6]([CH2:9][CH2:10][C:11](=[O:12])[O:13][CH3:14])[cH:7][cH:8]1.